This data is from the Open Reaction Database (ORD), a public repository of structured organic reaction records. The task is: describe an organic reaction: reactants, conditions, products, and yield The reactants are O=C1C(Cc2c(Cl)cccc2Br)CCN1C1CCCCC1, C1CCOC1, C[N+]1([O-])CCOCC1, [K+], [Na+], CC(=O)[O-], O=S([O-])O. Product: O=C1C(Cc2c(O)cccc2Cl)CCN1C1CCCCC1. As a reaction SMILES: [Br:1][c:2]1[c:3]([CH2:4][CH:5]2[C:6](=[O:16])[N:7]([CH:10]3[CH2:11][CH2:12][CH2:13][CH2:14][CH2:15]3)[CH2:8][CH2:9]2)[c:17]([Cl:21])[cH:18][cH:19][cH:20]1.[CH2:40]1[O:41][CH2:42][CH2:43][CH2:44]1.[CH3:27][N+:28]1([O-:29])[CH2:30][CH2:31][O:32][CH2:33][CH2:34]1.[K+:26].[Na+:39].[O-:22][C:23]([CH3:24])=[O:25].[S:35](=[O:36])([OH:37])[O-:38]>>[c:2]1([OH:22])[c:3]([CH2:4][CH:5]2[C:6](=[O:16])[N:7]([CH:10]3[CH2:11][CH2:12][CH2:13][CH2:14][CH2:15]3)[CH2:8][CH2:9]2)[c:17]([Cl:21])[cH:18][cH:19][cH:20]1. The reactants are C1N(CCCC2=C1C=CC=C2)C2=NC1=CC=CC=C1C(=C2)N (2-(1,3,4,5-tetrahydro-2H-2-benzazepin-2-yl)quinolin-4-amine), N12CCCCCC2=NCCC1 (1,8-diazabicyclo[5.4.0]undec-7-ene), ClCC(=O)Cl (chloroacetyl chloride). Run in C(C)(=O)OCC (ethyl acetate). Conditions: temperature 70 celsius, time 2 hour. Product: ClCC(=O)NC1=CC(=NC2=CC=CC=C12)N1CC2=C(CCC1)C=CC=C2 (2-Chloro-N-[2-(1,3,4,5-tetrahydro-2H-2-benzazepin-2-yl)quinolin-4-yl]acetamide). The yield is 22.1%. Reaction SMILES: [CH2:1]1[C:7]2[CH:8]=[CH:9][CH:10]=[CH:11][C:6]=2[CH2:5][CH2:4][CH2:3][N:2]1[C:12]1[CH:21]=[C:20]([NH2:22])[C:19]2[C:14](=[CH:15][CH:16]=[CH:17][CH:18]=2)[N:13]=1.N12CCCN=C1CCCCC2.[Cl:34][CH2:35][C:36](Cl)=[O:37]>C(OCC)(=O)C>[Cl:34][CH2:35][C:36]([NH:22][C:20]1[C:19]2[C:14](=[CH:15][CH:16]=[CH:17][CH:18]=2)[N:13]=[C:12]([N:2]2[CH2:3][CH2:4][CH2:5][C:6]3[CH:11]=[CH:10][CH:9]=[CH:8][C:7]=3[CH2:1]2)[CH:21]=1)=[O:37]. Reported procedure: To the solution of 2-(1,3,4,5-tetrahydro-2H-2-benzazepin-2-yl)quinolin-4-amine (500 mg, 1.73 mmol) was added 1,8-diazabicyclo[5.4.0]undec-7-ene (0.52 mL, 3.48 mmol) followed by chloroacetyl chloride (0.21 mL, 2.64 mmol) at room temperature. The resulting solution was heated with stirring at 70° C. for 2 hours under nitrogen. After cooled to room temperature, the reaction was diluted with ethyl acetate (50 mL), and then washed with water (50 mL×3). The organic phase was dried over sodium sulfate ... Starting materials: ClCCl, CC(C)OC(=O)N=NC(=O)OC(C)C, C1CCOC1, OCCCl, Oc1cccc2[nH]ccc12, c1ccc(P(c2ccccc2)c2ccccc2)cc1. Yields the product ClCCOc1cccc2[nH]ccc12. Reaction SMILES: [CH2:53]([Cl:54])[Cl:55].[O:34]=[C:35]([O:36][CH:37]([CH3:38])[CH3:39])[N:40]=[N:41][C:42]([O:43][CH:44]([CH3:45])[CH3:46])=[O:47].[O:48]1[CH2:49][CH2:50][CH2:51][CH2:52]1.[OH:11][CH2:12][CH2:13][Cl:14].[OH:1][c:2]1[c:3]2[cH:4][cH:5][nH:6][c:7]2[cH:8][cH:9][cH:10]1.[c:15]1([P:16]([c:17]2[cH:18][cH:19][cH:20][cH:21][cH:22]2)[c:23]2[cH:24][cH:25][cH:26][cH:27][cH:28]2)[cH:29][cH:30][cH:31][cH:32][cH:33]1>>[O:1]([c:2]1[c:3]2[cH:4][cH:5][nH:6][c:7]2[cH:8][cH:9][cH:10]1)[CH2:12][CH2:13][Cl:14]. Starting materials: C(C1=CC=CC=C1)OC(=O)N[C@H](C)C(=O)O (N-benzyloxycarbonyl-D-alanine), C1(CCCCC1)C[C@@H]([C@H]([C@@H](O)C1CC1)O)NC([C@H](CC=1N=CNC1)NC([C@@H](N)CC1=CC=CC=C1)=O)=O ((S)-N-[(1S,2R,3S)-1-(cyclohexylmethyl)-3-cyclopropyl-2,3-dihydroxypropyl]-α-[(3-phenyl-L-alanyl)amino]imidazole-4-propionamide). The product is C1(CCCCC1)C[C@@H]([C@H]([C@@H](O)C1CC1)O)NC(=O)[C@H](CC=1N=CNC1)NC(=O)[C@H](CC1=CC=CC=C1)NC(=O)[C@@H](C)NC(OCC1=CC=CC=C1)=O (benzyl [(R)-1-[[(S)-α-[[(S)-1-[[(1S,2R,3S)-1-(cyclohexylmethyl)-3-cyclopropyl-2,3-dihydroxypropyl]carbamoyl]-2-imidazol-4-ylethyl]carbamoyl]phenethyl]carbamoyl]ethyl]carbamate). Reaction SMILES: [CH2:1]([O:8][C:9]([NH:11][C@@H:12]([C:14]([OH:16])=O)[CH3:13])=[O:10])[C:2]1[CH:7]=[CH:6][CH:5]=[CH:4][CH:3]=1.[CH:17]1([CH2:23][C@H:24]([NH:32][C:33](=[O:53])[C@@H:34]([NH:41][C:42](=[O:52])[C@H:43]([CH2:45][C:46]2[CH:51]=[CH:50][CH:49]=[CH:48][CH:47]=2)[NH2:44])[CH2:35][C:36]2[N:37]=[CH:38][NH:39][CH:40]=2)[C@@H:25]([OH:31])[C@H:26]([CH:28]2[CH2:30][CH2:29]2)[OH:27])[CH2:22][CH2:21][CH2:20][CH2:19][CH2:18]1>>[CH:17]1([CH2:23][C@H:24]([NH:32][C:33]([C@@H:34]([NH:41][C:42]([C@@H:43]([NH:44][C:14]([C@H:12]([NH:11][C:9](=[O:10])[O:8][CH2:1][C:2]2[CH:3]=[CH:4][CH:5]=[CH:6][CH:7]=2)[CH3:13])=[O:16])[CH2:45][C:46]2[CH:51]=[CH:50][CH:49]=[CH:48][CH:47]=2)=[O:52])[CH2:35][C:36]2[N:37]=[CH:38][NH:39][CH:40]=2)=[O:53])[C@@H:25]([OH:31])[C@H:26]([CH:28]2[CH2:29][CH2:30]2)[OH:27])[CH2:22][CH2:21][CH2:20][CH2:19][CH2:18]1. Procedure: In an analogous manner to that described in Example 21, by replacing Boc-D-proline by N-benzyloxycarbonyl-D-alanine in the condensation with (S)-N-[(1S,2R,3S)-1-(cyclohexylmethyl)-3-cyclopropyl-2,3-dihydroxypropyl]-α-[(3-phenyl-L-alanyl)amino]imidazole-4-propionamide there was obtained benzyl [(R)-1-[[(S)-α-[[(S)-1-[[(1S,2R,3S)-1-(cyclohexylmethyl)-3-cyclopropyl-2,3-dihydroxypropyl]carbamoyl]-2-imidazol-4-ylethyl]carbamoyl]phenethyl]carbamoyl]ethyl]carbamate as an amorphous solid, MS: 717 (M+H)+... Reaction SMILES: Cl.[N:2]1([C:8]2[C:12]3[CH:13]=[CH:14][CH:15]=[CH:16][C:11]=3[S:10][N:9]=2)[CH2:7][CH2:6][NH:5][CH2:4][CH2:3]1.[F:17][C:18]1[CH:19]=[CH:20][C:21]([N+:28]([O-:30])=[O:29])=[C:22]([CH2:24][C:25](O)=[O:26])[CH:23]=1>>[S:10]1[C:11]2[CH:16]=[CH:15][CH:14]=[CH:13][C:12]=2[C:8]([N:2]2[CH2:7][CH2:6][N:5]([C:25](=[O:26])[CH2:24][C:22]3[CH:23]=[C:18]([F:17])[CH:19]=[CH:20][C:21]=3[N+:28]([O-:30])=[O:29])[CH2:4][CH2:3]2)=[N:9]1 |f:0.1|. The yield is 50.0%. Product: S1N=C(C2=C1C=CC=C2)N2CCN(CC2)C(CC2=C(C=CC(=C2)F)[N+](=O)[O-])=O (1-(4-1,2-Benzisothiazol-3-yl-piperazin-1-yl)-2-(5-fluoro-2-nitro-phenyl)-ethanone). Starting materials: Cl.N1(CCNCC1)C1=NSC2=C1C=CC=C2 (3-piperazin-1-yl-benzoisothiazole hydrochloride), FC=1C=CC(=C(C1)CC(=O)O)[N+](=O)[O-] ((5-fluoro-2-nitro-phenyl)-acetic acid). Procedure details: 1-(4-1,2-Benzisothiazol-3-yl-piperazin-1-yl)-2-(5-fluoro-2-nitro-phenyl)-ethanone was prepared according to the general method as outlined in Preparation 12 starting from 3-piperazin-1-yl-benzoisothiazole hydrochloride (1.31 g, 5.1 mmol) and (5-fluoro-2-nitro-phenyl)-acetic acid (800 mg, 4.3 mmol). The product was isolated via column chromatography to afford 870 mg of an off white foam. Yield 50%; mp 72° C.; MS (APCI): 401 [M+H]+. Starting materials: CCOC(=O)c1ccc([N+](=O)[O-])cc1F, Cl, C1CCOC1, [Sn]. Product: CCOC(=O)c1ccc(N)cc1F. As a reaction SMILES: [CH2:1]([CH3:2])[O:3][C:4]([c:5]1[c:6]([F:14])[cH:7][c:8]([N+:11]([O-:12])=[O:13])[cH:9][cH:10]1)=[O:15].[ClH:17].[O:18]1[CH2:19][CH2:20][CH2:21][CH2:22]1.[Sn:16]>>[CH2:1]([CH3:2])[O:3][C:4]([c:5]1[c:6]([F:14])[cH:7][c:8]([NH2:11])[cH:9][cH:10]1)=[O:15]. Starting materials: Cl.CNC (dimethylamine hydrochloride), ClN1C(CCC1=O)=O (N-Chlorosuccinimide), COC1=CC=CC=2C=C(OC21)S(=O)O (7-methoxybenzofuran-2-sulfinic acid), [Li] (lithium). Solvent: O1CCCC1 (tetrahydrofuran), C(C)N(CC)CC (triethylamine), ClCCl (dichloromethane). Conditions: time 15 minute. Yields the product CN(S(=O)(=O)C=1OC2=C(C1)C=CC=C2OC)C (7-Methoxybenzofuran-2-sulfonic Acid Dimethylamide). As a reaction SMILES: Cl[N:2]1[C:6](=O)CC[C:3]1=O.[CH3:9][O:10][C:11]1[C:19]2[O:18][C:17]([S:20]([OH:22])=[O:21])=[CH:16][C:15]=2[CH:14]=[CH:13][CH:12]=1.[Li].Cl.CNC>ClCCl.O1CCCC1.C(N(CC)CC)C>[CH3:3][N:2]([CH3:6])[S:20]([C:17]1[O:18][C:19]2[C:11]([O:10][CH3:9])=[CH:12][CH:13]=[CH:14][C:15]=2[CH:16]=1)(=[O:22])=[O:21] |f:3.4,^1:22|. Reported procedure: N-Chlorosuccinimide (1 g) was added portionwise to 7-methoxybenzofuran-2-sulfinic acid, lithium salt (1.47 g) in dichloromethane (15 ml) at 0-5° C. under an inert atmosphere. The reaction was stirred at this temperature for 15 minutes and then warmed to ambient temperature and stirred for a further 15 minutes. The mixture was then flushed through a pad of celite, washing well with dichloromethane. The solvent was removed in vacuo to give a tan solid as the crude intermediate. This intermediate w...